This data is from the Open Reaction Database (ORD), a public repository of structured organic reaction records. The task is: describe an organic reaction: reactants, conditions, products, and yield Starting materials: CC(C)(C)OC(=O)NC1CCc2nc(N)sc2C1, CCN(C(C)C)C(C)C, O=C(Cl)OCc1ccccc1, O=C([O-])Cl, ClCCl. Product: CC(C)(C)OC(=O)NC1CCc2nc(NC(=O)OCc3ccccc3)sc2C1. Reaction SMILES: [C:1]([CH3:2])([CH3:3])([CH3:4])[O:5][C:6]([NH:7][CH:8]1[CH2:9][c:10]2[c:11]([n:12][c:13]([NH2:15])[s:14]2)[CH2:16][CH2:17]1)=[O:18].[CH:19]([N:20]([CH2:21][CH3:22])[CH:23]([CH3:24])[CH3:25])([CH3:26])[CH3:27].[Cl:28][C:29](=[O:30])[O:31][CH2:32][c:33]1[cH:34][cH:35][cH:36][cH:37][cH:38]1.[Cl:39][C:40]([O-:41])=[O:42].[Cl:43][CH2:44][Cl:45]>>[C:1]([CH3:2])([CH3:3])([CH3:4])[O:5][C:6]([NH:7][CH:8]1[CH2:9][c:10]2[c:11]([n:12][c:13]([NH:15][C:29](=[O:30])[O:31][CH2:32][c:33]3[cH:34][cH:35][cH:36][cH:37][cH:38]3)[s:14]2)[CH2:16][CH2:17]1)=[O:18]. Run in C(C)#N (acetonitrile), C(C)#N (acetonitril). Yields the product C[B-](C#N)(C#N)C#N.C1(=CC=CC=C1)C1=[O+]C(=CC(=C1)C1=CC=CC=C1)C1=CC=CC=C1 (2,4,6-triphenylpyrylium methyltricyanoborate). The reactants are F[B-](F)(F)F.C1(=CC=CC=C1)C1=C(C(=[O+]C=C1)C1=CC=CC=C1)C1=CC=CC=C1 (triphenylpyrylium tetrafluoroborate), [TPP][BF4], C[B-](C#N)(C#N)C#N.[K+] (potassium methyltricyanoborate). Procedure: A solution of triphenylpyrylium tetrafluoroborate, [TPP][BF4], (100 mg, 0.252 mmol), in acetonitrile (2 ml) and a solution of potassium methyltricyanoborate (36 mg, 0.252 mmol) in acetonitril (2 ml) are combined and mixed. The salt potassium tetrafluoroborate is filtered at 0° C. and all volatile components are removed under reduced pressure resulting in the solid compound 2,4,6-triphenylpyrylium methyltricyanoborate. As a reaction SMILES: F[B-](F)(F)F.[C:6]1([C:12]2[CH:17]=[CH:16][O+:15]=[C:14]([C:18]3[CH:23]=[CH:22][CH:21]=[CH:20][CH:19]=3)[C:13]=2C2C=CC=CC=2)[CH:11]=[CH:10][CH:9]=[CH:8][CH:7]=1.[CH3:30][B-:31]([C:36]#[N:37])([C:34]#[N:35])[C:32]#[N:33].[K+]>C(#N)C>[CH3:30][B-:31]([C:36]#[N:37])([C:34]#[N:35])[C:32]#[N:33].[C:6]1([C:16]2[CH:17]=[C:12]([C:6]3[CH:7]=[CH:8][CH:9]=[CH:10][CH:11]=3)[CH:13]=[C:14]([C:18]3[CH:23]=[CH:22][CH:21]=[CH:20][CH:19]=3)[O+:15]=2)[CH:11]=[CH:10][CH:9]=[CH:8][CH:7]=1 |f:0.1,2.3,5.6|. Starting materials: ClC=1C2=C(N=CN1)N(C=C2I)COCCO (4-Chloro-5-iodo-7-(2-hydroxyethoxymethyl)pyrrolo[2,3-d]pyrimidine), N (ammonia). Run in CO (methanol). Reaction conditions: temperature 130 celsius. Yields the product NC=1C2=C(N=CN1)N(C=C2I)COCCO (4-Amino-5-iodo-7- (2-hydroxyethoxymethyl)pyrrolo[2,3-d]-pyrimidine). Reaction SMILES: Cl[C:2]1[C:3]2[C:10]([I:11])=[CH:9][N:8]([CH2:12][O:13][CH2:14][CH2:15][OH:16])[C:4]=2[N:5]=[CH:6][N:7]=1.[NH3:17]>CO>[NH2:17][C:2]1[C:3]2[C:10]([I:11])=[CH:9][N:8]([CH2:12][O:13][CH2:14][CH2:15][OH:16])[C:4]=2[N:5]=[CH:6][N:7]=1. Procedure details: 4Chloro-5-iodo-7-(2-hydroxyethoxymethyl)pyrrolo[2,3-d]-pyrimidine (9b, 0.3 g) was covered with methanol saturated with ammonia (25 mL) and the reaction mixture was heated at 130° C. in a sealed vessel for 10 hours. The solvent was concentrated in vacuo to give a semi-solid mass which was recrystallized from methanol to afford 12, 0.20 g (71.4%), mp 169°-170° C. 1H NMR (DMSO-d6): δ8.7 (s, 1, C2--H), 8.3 (s, 1, C6--H), 5.7 (s, 2, N7--CH2) 4.6 (t, 1, exchangeable with D2O, OH): UVλmax nm (ε×104): (... The reactants are C[O-], CO, COCCOC, CS(=O)(=O)c1cnc(-c2ccc(F)cc2)nc1-c1cccc(C(F)(F)F)c1, [Na+]. Product: COc1cnc(-c2ccc(F)cc2)nc1-c1cccc(C(F)(F)F)c1. As a reaction SMILES: [CH3:28][O-:29].[CH3:31][OH:32].[CH3:33][O:34][CH2:35][CH2:36][O:37][CH3:38].[F:1][c:2]1[cH:3][cH:4][c:5](-[c:8]2[n:9][cH:10][c:11]([S:24]([CH3:25])(=[O:26])=[O:27])[c:12](-[c:14]3[cH:15][c:16]([C:20]([F:21])([F:22])[F:23])[cH:17][cH:18][cH:19]3)[n:13]2)[cH:6][cH:7]1.[Na+:30]>>[F:1][c:2]1[cH:3][cH:4][c:5](-[c:8]2[n:9][cH:10][c:11]([O:29][CH3:28])[c:12](-[c:14]3[cH:15][c:16]([C:20]([F:21])([F:22])[F:23])[cH:17][cH:18][cH:19]3)[n:13]2)[cH:6][cH:7]1. The reactants are CC(=O)Cl, CCOC(C)=O, Oc1ccc2c(c1Cl)Sc1ccccc1N2, CN(C)C=O, O. The product is CC(=O)N1c2ccccc2Sc2c1ccc(O)c2Cl. RXN SMILES: [CH3:17][C:18]([Cl:19])=[O:20].[CH3:21][CH2:22][O:23][C:24](=[O:25])[CH3:26].[Cl:1][c:2]1[c:3]([OH:16])[cH:4][cH:5][c:6]2[c:15]1[S:14][c:13]1[c:8]([cH:9][cH:10][cH:11][cH:12]1)[NH:7]2.[O:28]=[CH:29][N:30]([CH3:31])[CH3:32].[OH2:27]>>[Cl:1][c:2]1[c:3]([OH:16])[cH:4][cH:5][c:6]2[c:15]1[S:14][c:13]1[c:8]([cH:9][cH:10][cH:11][cH:12]1)[N:7]2[C:18]([CH3:17])=[O:20]. Starting materials: [OH-].C(C1=CC=CC=C1)[N+](C)(C)C (benzyltrimethyl ammonium hydroxide), [N+](=O)([O-])CC (Nitroethane), C(C=C)(=O)[C-]1C=CC=C1.[CH-]1C=CC=C1.[Fe+2] (Acryloylferrocene). Run in C(C)O (ethanol). Run at time 1 hour. Product: [N+](=O)([O-])C(CCC(=O)[C-]1C=CC=C1)C.[CH-]1C=CC=C1.[Fe+2] (4-nitropentanoyl ferrocene). Isolated yield 19.2%. As a reaction SMILES: [N+:1]([CH2:4][CH3:5])([O-:3])=[O:2].[OH-].C([N+](C)(C)C)[C:8]1[CH:13]=[CH:12][CH:11]=[CH:10]C=1.[C:18]([C-:22]1[CH:26]=[CH:25][CH:24]=[CH:23]1)(=[O:21])[CH:19]=[CH2:20].[CH-]1C=CC=C1.[Fe+2:32]>C(O)C>[N+:1]([CH:4]([CH3:5])[CH2:20][CH2:19][C:18]([C-:22]1[CH:26]=[CH:25][CH:24]=[CH:23]1)=[O:21])([O-:3])=[O:2].[CH-:10]1[CH:11]=[CH:12][CH:13]=[CH:8]1.[Fe+2:32] |f:1.2,3.4.5,7.8.9|. Procedure: Nitroethane (3g; 40 m mole) in ethanol (120 ml) was heated under reflux and under nitrogen for 10 minutes with benzyltrimethyl ammonium hydroxide (1 ml) and then cooled to room temperature. Acryloylferrocene (6.5g; 27.1 mole) was then added and the solution was stirred for 1 hour and then filtered. The filtrate was concentrated on the rotary evaporator, then poured into water and extracted with chloroform. The organic extract was washed (water) and dried (sodium sulphate) to give a brown solid w... Starting materials: COc1cc(C(=O)O)ccc1OCCCN1CCCC1, Cl, O=C(O)C(F)(F)F, O=[N+]([O-])O. The product is Cl, COc1cc(C(=O)O)c([N+](=O)[O-])cc1OCCCN1CCCC1. As a reaction SMILES: [CH3:6][O:7][c:8]1[cH:9][c:10]([C:11](=[O:12])[OH:13])[cH:14][cH:15][c:16]1[O:17][CH2:18][CH2:19][CH2:20][N:21]1[CH2:22][CH2:23][CH2:24][CH2:25]1.[ClH:5].[F:26][C:27]([F:28])([F:29])[C:30]([OH:31])=[O:32].[OH:1][N+:2]([O-:3])=[O:4]>>[ClH:5].[O-:1][N+:2](=[O:4])[c:14]1[c:10]([C:11](=[O:12])[OH:13])[cH:9][c:8]([O:7][CH3:6])[c:16]([O:17][CH2:18][CH2:19][CH2:20][N:21]2[CH2:22][CH2:23][CH2:24][CH2:25]2)[cH:15]1. Reactants: ice water, CC(C)([O-])C.[K+] (potassium tert-butoxide), C(CO)O (ethylene glycol), C1(=CC=CC2=CC=CC=C12)C1OC1 (2-(1-naphthyl)oxirane). Solvent: C(C)(=O)OCC (ethyl acetate). Reaction conditions: temperature 80 celsius, time 1 hour. Yields the product OCCOCC(O)C1=CC=CC2=CC=CC=C12 (2-(2-hydroxyethoxy)-1-(1-naphthyl)ethanol). RXN SMILES: CC(C)([O-])C.[K+].[CH2:7]([OH:10])[CH2:8][OH:9].[C:11]1([CH:21]2[CH2:23][O:22]2)[C:20]2[C:15](=[CH:16][CH:17]=[CH:18][CH:19]=2)[CH:14]=[CH:13][CH:12]=1>C(OCC)(=O)C>[OH:9][CH2:8][CH2:7][O:10][CH2:23][CH:21]([C:11]1[C:20]2[C:15](=[CH:16][CH:17]=[CH:18][CH:19]=2)[CH:14]=[CH:13][CH:12]=1)[OH:22] |f:0.1|. Reported procedure: A mixture of 4.5 g of potassium tert-butoxide and 45 ml of ethylene glycol was heated to 80° C. Thereto was dropwise added 13.7 g of 2-(1-naphthyl)oxirane in 1 hour. The resulting mixture was stirred for 1 hour at the same temperature. The reaction mixture was cooled and added to a mixture of 50 ml of ethyl acetate and 50 ml of ice water. The organic layer was separated. The aqueous layer was extracted twice each with 20 ml of ethyl acetate. The extracts were combined with the previously separat...